This data is from the Open Reaction Database (ORD), a public repository of structured organic reaction records. The task is: describe an organic reaction: reactants, conditions, products, and yield Yields the product C1=CC=CC2=C1C1=C(CO2)C=CC=C1 (dibenzopyran). Reaction SMILES: [C:1]1([C:7]2[C:12]([C:13]3C=CC=CC=3)=[CH:11][CH:10]=[CH:9][C:8]=2O)[CH:6]=[CH:5][CH:4]=[CH:3][CH:2]=1.C1([OH:26])C=CC=CC=1>>[CH:6]1[C:1]2[C:7]3[CH:8]=[CH:9][CH:10]=[CH:11][C:12]=3[CH2:13][O:26][C:2]=2[CH:3]=[CH:4][CH:5]=1. Procedure: 2,3-diphenylphenol is a typical example of a phenol which will form a dibenzopyran but cannot isomerize to the fluorenol because the meta position involved in the isomerization reaction is already substituted with a phenyl group. A solution of 1.0 g. of 2,3-diphenylphenol, 1.0 g. of acetone, 25 ml of trifluoroacetic acid and 1.5 ml of trifluoroacetic anhydride were heated at reflux in dry air for 3.25 hours by which time a sample which was worked up with hexane in water to remove the acidic mate... Starting materials: C1(=CC=CC=C1)C1=C(C=CC=C1C1=CC=CC=C1)O (2,3-diphenylphenol), C1(=CC=CC=C1)O (phenol). Reactants: O(C1=CC=CC=C1)CCCCCCCCCCCCOC=1C=CC(=C(C(=O)Cl)C1)OCC1=CC=CC=C1 (5-[(12-phenoxydodecyl)oxy]-2-(phenylmethoxy) benzoic acid chloride), N(CC(=O)OCC)CC(=O)OCC (diethyl iminodiacetate). The product is C(C)OC(CN(C(C1=C(C=CC(=C1)OCCCCCCCCCCCCOC1=CC=CC=C1)OCC1=CC=CC=C1)=O)CC(=O)OCC)=O (N-(2-ethoxy-2-oxoethyl)-N-[5-[(12-phenoxydodecyl)oxy]-2-(phenylmethoxy)benzoyl]glycine ethyl ester). Isolated yield 56.0%. RXN SMILES: [O:1]([CH2:8][CH2:9][CH2:10][CH2:11][CH2:12][CH2:13][CH2:14][CH2:15][CH2:16][CH2:17][CH2:18][CH2:19][O:20][C:21]1[CH:22]=[CH:23][C:24]([O:30][CH2:31][C:32]2[CH:37]=[CH:36][CH:35]=[CH:34][CH:33]=2)=[C:25]([CH:29]=1)[C:26](Cl)=[O:27])[C:2]1[CH:7]=[CH:6][CH:5]=[CH:4][CH:3]=1.[NH:38]([CH2:45][C:46]([O:48][CH2:49][CH3:50])=[O:47])[CH2:39][C:40]([O:42][CH2:43][CH3:44])=[O:41]>>[CH2:43]([O:42][C:40](=[O:41])[CH2:39][N:38]([CH2:45][C:46]([O:48][CH2:49][CH3:50])=[O:47])[C:26](=[O:27])[C:25]1[CH:29]=[C:21]([O:20][CH2:19][CH2:18][CH2:17][CH2:16][CH2:15][CH2:14][CH2:13][CH2:12][CH2:11][CH2:10][CH2:9][CH2:8][O:1][C:2]2[CH:7]=[CH:6][CH:5]=[CH:4][CH:3]=2)[CH:22]=[CH:23][C:24]=1[O:30][CH2:31][C:32]1[CH:37]=[CH:36][CH:35]=[CH:34][CH:33]=1)[CH3:44]. Procedure: The reaction of 5-[(12-phenoxydodecyl)oxy]-2-(phenylmethoxy) benzoic acid chloride with diethyl iminodiacetate under conditions described in Example 80 gave N-(2-ethoxy-2-oxoethyl)-N-[5-[(12-phenoxydodecyl)oxy]-2-(phenylmethoxy)benzoyl]glycine ethyl ester (56% yield, mp 49°-50° ). The structure was confirmed by nmr and mass spectra. The reactants are Cc1ccc(C)c(Oc2ccc(C#N)cc2S(=O)(=O)Cl)c1, C1CNCCN1, ClCCl, O. Product: Cc1ccc(C)c(Oc2ccc(C#N)cc2S(=O)(=O)N2CCNCC2)c1. As a reaction SMILES: [C:1](#[N:2])[c:3]1[cH:4][cH:5][c:6]([O:13][c:14]2[c:15]([CH3:21])[cH:16][cH:17][c:18]([CH3:20])[cH:19]2)[c:7]([S:9](=[O:10])(=[O:11])[Cl:12])[cH:8]1.[CH2:22]1[CH2:23][NH:24][CH2:25][CH2:26][NH:27]1.[Cl:29][CH2:30][Cl:31].[OH2:28]>>[C:1](#[N:2])[c:3]1[cH:4][cH:5][c:6]([O:13][c:14]2[c:15]([CH3:21])[cH:16][cH:17][c:18]([CH3:20])[cH:19]2)[c:7]([S:9](=[O:10])(=[O:11])[N:24]2[CH2:23][CH2:22][NH:27][CH2:26][CH2:25]2)[cH:8]1. The reactants are CC=1C=CC(=C(C(=O)O)C1)N1N=CC=N1 (5-methyl-2-(2H-1,2,3-triazol-2-yl)benzoic acid), CC=1C(=C(C(=O)O)C=CC1)I (3-methyl-2-iodobenzoic acid), N1N=NC=C1 (1,2,3-triazole). Product: CC=1C(=C(C(=O)O)C=CC1)N1N=CC=N1 (3-Methyl-2-(2H-1,2,3-triazol-2-yl)benzoic acid). As a reaction SMILES: C[C:2]1[CH:3]=[CH:4][C:5]([N:11]2[N:15]=[CH:14][CH:13]=[N:12]2)=[C:6]([CH:10]=1)[C:7]([OH:9])=[O:8].[CH3:16]C1C(I)=C(C=CC=1)C(O)=O.N1C=CN=N1>>[CH3:16][C:4]1[C:5]([N:11]2[N:12]=[CH:13][CH:14]=[N:15]2)=[C:6]([CH:10]=[CH:2][CH:3]=1)[C:7]([OH:9])=[O:8]. Reported procedure: The title compound was prepared following the same general protocol as described for 5-methyl-2-(2H-1,2,3-triazol-2-yl)benzoic acid in Example A11 using 3-methyl-2-iodobenzoic acid and 1,2,3-triazole. ESI-MS (m/z): 204 [M+1]+.